Dataset: the Open Reaction Database (ORD), a public repository of structured organic reaction records. Task: describe an organic reaction: reactants, conditions, products, and yield Starting materials: CSC1=NN=C(C(N1)=O)C(C)NC(CC(C)C)=O (N-[1-(3-methylthio-4,5-dihydro-5-oxo-1,2,4-triazin-6-yl)ethyl]-3-methylbutyramide), SC1=NN=C(C(N1)=O)C(C)NC(CC(C)C)=O (N-[1-(3-mercapto-4,5-dihydro-5-oxo-1,2,4-triazin-6-yl)ethyl]-3-methylbutyramide). The product is CSC1=NN=C(C(N1)=O)C(C)NC(CCC)=O (N-[1-(3-Methylthio-4,5-dihydro-5-oxo-1,2,4-triazin-6-yl)ethyl]butyramide). Reaction SMILES: [CH3:1][S:2][C:3]1[NH:8][C:7](=[O:9])[C:6]([CH:10]([NH:12][C:13](=[O:18])[CH2:14][CH:15](C)[CH3:16])[CH3:11])=[N:5][N:4]=1.SC1NC(=O)C(C(NC(=O)CC(C)C)C)=NN=1>>[CH3:1][S:2][C:3]1[NH:8][C:7](=[O:9])[C:6]([CH:10]([NH:12][C:13](=[O:18])[CH2:14][CH2:15][CH3:16])[CH3:11])=[N:5][N:4]=1. Procedure details: In a similar manner was prepared N-[1-(3-methylthio-4,5-dihydro-5-oxo-1,2,4-triazin-6-yl)ethyl]-3-methylbutyramide (1.0 g) m.p. 193°-194° (from ethyl acetate) from N-[1-(3-mercapto-4,5-dihydro-5-oxo-1,2,4-triazin-6-yl)ethyl]-3-methylbutyramide (2.0 g). Starting materials: CC(C)(C)NS(=O)(=O)c1ccc(-c2cccc(-c3nc(-c4ccc(F)cc4)cc(C(F)(F)F)n3)c2)s1, ClCCl, O=C(O)C(F)(F)F. The product is NS(=O)(=O)c1ccc(-c2cccc(-c3nc(-c4ccc(F)cc4)cc(C(F)(F)F)n3)c2)s1. As a reaction SMILES: [C:1]([CH3:2])([CH3:3])([CH3:4])[NH:5][S:6](=[O:7])(=[O:8])[c:9]1[s:10][c:11](-[c:14]2[cH:15][c:16](-[c:20]3[n:21][c:22](-[c:30]4[cH:31][cH:32][c:33]([F:36])[cH:34][cH:35]4)[cH:23][c:24]([C:26]([F:27])([F:28])[F:29])[n:25]3)[cH:17][cH:18][cH:19]2)[cH:12][cH:13]1.[Cl:44][CH2:45][Cl:46].[F:37][C:38]([F:39])([F:40])[C:41]([OH:42])=[O:43]>>[NH2:5][S:6](=[O:7])(=[O:8])[c:9]1[s:10][c:11](-[c:14]2[cH:15][c:16](-[c:20]3[n:21][c:22](-[c:30]4[cH:31][cH:32][c:33]([F:36])[cH:34][cH:35]4)[cH:23][c:24]([C:26]([F:27])([F:28])[F:29])[n:25]3)[cH:17][cH:18][cH:19]2)[cH:12][cH:13]1. Reactants: Cl (HCl), C(C1=CC=CC=C1)N1C=CC=2C(=NC=CC21)C2CCN(CC2)C(=O)OC(C)(C)C (tert-Butyl 4-(1-benzyl-1H-pyrrolo[3,2-c]pyridin-4-yl)-1-piperidinecarboxylate). Solvent: C(C)O (ethanol). Conditions: time 24 hour. The product is C(C1=CC=CC=C1)N1C=CC=2C(=NC=CC21)C2CCNCC2 (1-Benzyl-4-(4-piperidinyl)-1H-pyrrolo[3,2-c]pyridine). RXN SMILES: Cl.[CH2:2]([N:9]1[C:17]2[CH:16]=[CH:15][N:14]=[C:13]([CH:18]3[CH2:23][CH2:22][N:21](C(OC(C)(C)C)=O)[CH2:20][CH2:19]3)[C:12]=2[CH:11]=[CH:10]1)[C:3]1[CH:8]=[CH:7][CH:6]=[CH:5][CH:4]=1>C(O)C>[CH2:2]([N:9]1[C:17]2[CH:16]=[CH:15][N:14]=[C:13]([CH:18]3[CH2:23][CH2:22][NH:21][CH2:20][CH2:19]3)[C:12]=2[CH:11]=[CH:10]1)[C:3]1[CH:8]=[CH:7][CH:6]=[CH:5][CH:4]=1. Procedure details: 15 ml of a 2.9N ethanolic HCl solution are added to a solution of 0.9 g of the compound obtained in Step 3 in 15 ml of ethanol. The reaction mixture is stirred for 24 hours at ambient temperature and then concentrated in vacuo, enabling the expected product to be isolated in dihydrochloride form. The dihydrochloride is converted into a free base by extraction in dichloromethane in the presence of water that has previously been adjusted to a basic pH by 20% sodium hydroxide solution. As a reaction SMILES: [ClH:21].[N:1]1([CH2:6][c:7]2[n:8][c:9]3[cH:10][cH:11][c:12]([NH:17][C:18](=[O:19])[CH3:20])[cH:13][c:14]3[cH:15][cH:16]2)[CH2:2][CH2:3][CH2:4][CH2:5]1>>[N:1]1([CH2:6][c:7]2[n:8][c:9]3[cH:10][cH:11][c:12]([NH2:17])[cH:13][c:14]3[cH:15][cH:16]2)[CH2:2][CH2:3][CH2:4][CH2:5]1. The product is Nc1ccc2nc(CN3CCCC3)ccc2c1. The reactants are Cl, CC(=O)Nc1ccc2nc(CN3CCCC3)ccc2c1. Reactants: C(C)OC(C(C(COC)C1=CNC2=CC=CC(=C12)CC1=C(C=CC=C1)Cl)[N+](=O)[O-])=O (3-[4-(2-chlorobenzyl)-indol-3-yl]-4-methoxy-2-nitrobutyric acid ethyl ester). Reagents/catalysts: [Ni] (Raney nickel). Run in C(C)O (ethanol). Product: crude product, C(C)OC(C(C(COC)C1=CNC2=CC=CC(=C12)CC1=C(C=CC=C1)Cl)N)=O (2-amino-3-[4-(2-chlorobenzyl)-indol-3-yl]-4-methoxybutyric acid ethyl ester). Yield: 92.6%. Reaction SMILES: [CH2:1]([O:3][C:4](=[O:30])[CH:5]([N+:27]([O-])=O)[CH:6]([C:10]1[C:18]2[C:13](=[CH:14][CH:15]=[CH:16][C:17]=2[CH2:19][C:20]2[CH:25]=[CH:24][CH:23]=[CH:22][C:21]=2[Cl:26])[NH:12][CH:11]=1)[CH2:7][O:8][CH3:9])[CH3:2]>C(O)C.[Ni]>[CH2:1]([O:3][C:4](=[O:30])[CH:5]([NH2:27])[CH:6]([C:10]1[C:18]2[C:13](=[CH:14][CH:15]=[CH:16][C:17]=2[CH2:19][C:20]2[CH:25]=[CH:24][CH:23]=[CH:22][C:21]=2[Cl:26])[NH:12][CH:11]=1)[CH2:7][O:8][CH3:9])[CH3:2]. Procedure: 6.1 g (0.014 mol) of 3-[4-(2-chlorobenzyl)-indol-3-yl]-4-methoxy-2-nitrobutyric acid ethyl ester is hydrogenated in 125 ml of ethanol with 6 g of Raney nickel at standard pressure and room temperature. After 41/2 hours the hydrogen absorption is completed. The Raney nickel is filtered off, the filtrate is concentrated by evaporation and a crude product of 5.2 g of 2-amino-3-[4-(2-chlorobenzyl)-indol-3-yl]-4-methoxybutyric acid ethyl ester is obtained, that is used without further purification in... The reactants are C1CCOC1, COc1cc2c(c(OC)c1OC)N(C(=O)OCC(Cl)(Cl)Cl)C(O)C1CCCN1C2=O, CCOC(C)=O. Product: COc1cc2c(c(OC)c1OC)N=CC1CCCN1C2=O. RXN SMILES: [CH2:31]1[O:32][CH2:33][CH2:34][CH2:35]1.[CH3:1][O:2][c:3]1[c:4]([O:29][CH3:30])[c:5]([O:27][CH3:28])[c:6]2[c:7]([cH:26]1)[C:8](=[O:25])[N:9]1[CH:10]([CH:11]([OH:21])[N:12]2[C:13]([O:14][CH2:15][C:16]([Cl:17])([Cl:18])[Cl:19])=[O:20])[CH2:22][CH2:23][CH2:24]1.[CH3:36][CH2:37][O:38][C:39]([CH3:40])=[O:41]>>[CH3:1][O:2][c:3]1[c:4]([O:29][CH3:30])[c:5]([O:27][CH3:28])[c:6]2[c:7]([cH:26]1)[C:8](=[O:25])[N:9]1[CH:10]([CH:11]=[N:12]2)[CH2:22][CH2:23][CH2:24]1. Reactants: CO, COC(=O)c1cc(N)c([N+](=O)[O-])cn1, Cl, [Na+], [OH-]. Yields the product Nc1cc(C(=O)O)ncc1[N+](=O)[O-]. Reaction SMILES: [CH3:18][OH:19].[CH3:1][O:2][C:3]([c:4]1[n:5][cH:6][c:7]([N+:11](=[O:12])[O-:13])[c:8]([NH2:10])[cH:9]1)=[O:14].[ClH:17].[Na+:16].[OH-:15]>>[O:2]=[C:3]([c:4]1[n:5][cH:6][c:7]([N+:11](=[O:12])[O-:13])[c:8]([NH2:10])[cH:9]1)[OH:14]. The product is C1(=CC=CC=C1)C=1NC2=C(C=C(C=C2C1)CC(=O)O)NC1CCOCC1 (2-[2-Phenyl-7-(tetrahydropyran-4-yl)amino-1H-indol-5-yl]-acetic acid). Reactants: C(C)OC(CC=1C=C2C=C(NC2=C(C1)N)C1=CC=CC=C1)=O (2-(2-Phenyl-7-amino-1H-indol-5-yl)-acetic acid ethyl ester), O=C1CCOCC1 (4-oxo-tetrahydropyran). Reaction SMILES: C([O:3][C:4](=[O:22])[CH2:5][C:6]1[CH:7]=[C:8]2[C:12](=[C:13]([NH2:15])[CH:14]=1)[NH:11][C:10]([C:16]1[CH:21]=[CH:20][CH:19]=[CH:18][CH:17]=1)=[CH:9]2)C.O=[C:24]1[CH2:29][CH2:28][O:27][CH2:26][CH2:25]1>>[C:16]1([C:10]2[NH:11][C:12]3[C:8]([CH:9]=2)=[CH:7][C:6]([CH2:5][C:4]([OH:3])=[O:22])=[CH:14][C:13]=3[NH:15][CH:24]2[CH2:29][CH2:28][O:27][CH2:26][CH2:25]2)[CH:17]=[CH:18][CH:19]=[CH:20][CH:21]=1. Procedure: 2-(2-Phenyl-7-amino-1H-indol-5-yl)-acetic acid ethyl ester prepared as an intermediate in the process of Example 31 and 4-oxo-tetrahydropyran were reacted according to the same procedures as Step B of Example 1 and Example 30 to give the title compound. The reactants are S1C(=CC=C1)C=O (2-Thiophenecarboxaldehyde), NC1=CC=2CC3=CC(=CC=C3C2C=C1)N (2,7-diaminofluorene), C(=O)(C(F)(F)F)O (TFA). The solvent is C(C)(C)O (isopropanol). The product is S1C(=CC=C1)C=NC1=CC=C2C=3C=CC(=CC3CC2=C1)N=CC=1SC=CC1 (bis((thiophen-2-yl)methylene)-9H-fluorene-2,7-diamine). RXN SMILES: [S:1]1[CH:5]=[CH:4][CH:3]=[C:2]1[CH:6]=O.[NH2:8][C:9]1[CH:21]=[CH:20][C:19]2[C:18]3[C:13](=[CH:14][C:15]([NH2:22])=[CH:16][CH:17]=3)[CH2:12][C:11]=2[CH:10]=1.[C:23](O)([C:25](F)(F)F)=O>C(O)(C)C>[S:1]1[CH:5]=[CH:4][CH:3]=[C:2]1[CH:6]=[N:8][C:9]1[CH:10]=[C:11]2[C:19]([C:18]3[CH:17]=[CH:16][C:15]([N:22]=[CH:3][C:2]4[S:1][CH:5]=[CH:23][CH:25]=4)=[CH:14][C:13]=3[CH2:12]2)=[CH:20][CH:21]=1. Reported procedure: 2-Thiophenecarboxaldehyde (131 mg, 1.2 mmol) was added to 2,7-diaminofluorene (100 mg, 0.51 mmol) in anhydrous isopropanol and refluxed for 2 days with a catalytic amount of TFA. The solvent was evaporated and no further purification was required. The title compound was obtained as a yellow powder. (196 mg, mmol, 100%) M.p.: 201° C. 1H-NMR (300 MHz, [D] DMSO): δ=7.88 (d, 2H, 3J=11 Hz), 7.81 (d, 2H, 3J=6.5), 7.69 (d, 2H, 3J=4), 7.50 (s, 2H), 7.30 (d, 2H, 3J=11 Hz), 7.22 (t, 2H, 3J=5.0 Hz), 3.96 (... The reactants are F[B-](F)(F)F, O=C1NCc2ccccc21, CC[O+](CC)CC, ClC(Cl)Cl. Yields the product CCOC1=NCc2ccccc21. Reaction SMILES: [B-:11]([F:12])([F:13])([F:14])[F:15].[C:1]1(=[O:10])[NH:2][CH2:3][c:4]2[cH:5][cH:6][cH:7][cH:8][c:9]21.[CH2:16]([CH3:17])[O+:18]([CH2:19][CH3:20])[CH2:21][CH3:22].[CH:23]([Cl:24])([Cl:25])[Cl:26]>>[C:1]1([O:10][CH2:16][CH3:17])=[N:2][CH2:3][c:4]2[cH:5][cH:6][cH:7][cH:8][c:9]21.